From a dataset of the Open Reaction Database (ORD), a public repository of structured organic reaction records. describe an organic reaction: reactants, conditions, products, and yield Starting materials: example 34 ( D ), CC=1C=C(C(=O)NC=2C(=NNC2C2=CC=CC=C2)C)C=CC1 (3-methyl-N-(3-methyl-5-phenyl-1H-pyrazol-4-yl)-benzamide), P(=O)(Cl)(Cl)Cl (phosphorous oxychloride). Solvent: ClCCl.CO (dichloromethane methanol). Conditions: time 4 hour. Product: CC1=NNC2=C1N=C(C=1C=CC=CC21)C2=CC(=CC=C2)C (3-Methyl-5-(3-methyl-phenyl)-1H-pyrazolo[4,3-c]isoquinoline). As a reaction SMILES: [CH3:1][C:2]1[CH:3]=[C:4]([CH:20]=[CH:21][CH:22]=1)[C:5]([NH:7][C:8]1[C:9]([CH3:19])=[N:10][NH:11][C:12]=1[C:13]1[CH:18]=[CH:17][CH:16]=[CH:15][CH:14]=1)=O.P(Cl)(Cl)(Cl)=O>ClCCl.CO>[CH3:19][C:9]1[C:8]2[N:7]=[C:5]([C:4]3[CH:20]=[CH:21][CH:22]=[C:2]([CH3:1])[CH:3]=3)[C:14]3[CH:15]=[CH:16][CH:17]=[CH:18][C:13]=3[C:12]=2[NH:11][N:10]=1 |f:2.3|. Procedure: The preparation took place in analogy to example 34 (D) using 404 mg of 3-methyl-N-(3-methyl-5-phenyl-1H-pyrazol-4-yl)-benzamide, except 10 ml of phosphorous oxychloride was used and the reaction was stirred for 4 hrs. Trituration of the residue with dichloromethane/methanol (95/5) gave the title compound as an off white solid. Reactants: CC(=O)OC(C)=O, CN(C)NC(=O)N(O)C1c2ccccc2Oc2ccccc21, c1ccncc1. Yields the product CC(=O)ON(C(=O)NN(C)C)C1c2ccccc2Oc2ccccc21. RXN SMILES: [CH3:23][C:24](=[O:25])[O:26][C:27](=[O:28])[CH3:29].[OH:1][N:2]([C:3]([NH:4][N:5]([CH3:6])[CH3:7])=[O:8])[CH:9]1[c:10]2[cH:11][cH:12][cH:13][cH:14][c:15]2[O:16][c:17]2[cH:18][cH:19][cH:20][cH:21][c:22]21.[cH:30]1[cH:31][cH:32][n:33][cH:34][cH:35]1>>[O:1]([N:2]([C:3]([NH:4][N:5]([CH3:6])[CH3:7])=[O:8])[CH:9]1[c:10]2[cH:11][cH:12][cH:13][cH:14][c:15]2[O:16][c:17]2[cH:18][cH:19][cH:20][cH:21][c:22]21)[C:24]([CH3:23])=[O:25].